This data is from the Open Reaction Database (ORD), a public repository of structured organic reaction records. The task is: describe an organic reaction: reactants, conditions, products, and yield Reaction SMILES: [CH3:110][O:111][CH2:112][CH2:113][O:114][CH3:115].[F:19][C:20]([O:21][c:22]1[cH:23][cH:24][c:25]([B:28]([OH:29])[OH:30])[cH:26][cH:27]1)([F:31])[F:32].[O:1]1[CH2:2][CH2:3][O:4][c:5]2[c:6]1[cH:7][cH:8][c:9]([NH:11][c:12]1[n:13][cH:14][cH:15][c:16]([I:18])[cH:17]1)[cH:10]2.[Pd:33].[c:34]1([P:35]([c:36]2[cH:37][cH:38][cH:39][cH:40][cH:41]2)[c:42]2[cH:43][cH:44][cH:45][cH:46][cH:47]2)[cH:48][cH:49][cH:50][cH:51][cH:52]1.[c:53]1([P:54]([c:55]2[cH:56][cH:57][cH:58][cH:59][cH:60]2)[c:61]2[cH:62][cH:63][cH:64][cH:65][cH:66]2)[cH:67][cH:68][cH:69][cH:70][cH:71]1.[c:72]1([P:73]([c:74]2[cH:75][cH:76][cH:77][cH:78][cH:79]2)[c:80]2[cH:81][cH:82][cH:83][cH:84][cH:85]2)[cH:86][cH:87][cH:88][cH:89][cH:90]1.[c:91]1([P:92]([c:93]2[cH:94][cH:95][cH:96][cH:97][cH:98]2)[c:99]2[cH:100][cH:101][cH:102][cH:103][cH:104]2)[cH:105][cH:106][cH:107][cH:108][cH:109]1>>[O:1]1[CH2:2][CH2:3][O:4][c:5]2[c:6]1[cH:7][cH:8][c:9]([NH:11][c:12]1[n:13][cH:14][cH:15][c:16](-[c:25]3[cH:24][cH:23][c:22]([O:21][C:20]([F:19])([F:31])[F:32])[cH:27][cH:26]3)[cH:17]1)[cH:10]2. Yields the product FC(F)(F)Oc1ccc(-c2ccnc(Nc3ccc4c(c3)OCCO4)c2)cc1. Reactants: COCCOC, OB(O)c1ccc(OC(F)(F)F)cc1, Ic1ccnc(Nc2ccc3c(c2)OCCO3)c1, [Pd], c1ccc(P(c2ccccc2)c2ccccc2)cc1, c1ccc(P(c2ccccc2)c2ccccc2)cc1, c1ccc(P(c2ccccc2)c2ccccc2)cc1, c1ccc(P(c2ccccc2)c2ccccc2)cc1. Reactants: ClC1=NC(=NC(=C1C=O)Cl)SC (4,6-Dichloro-2-methylsulfanyl-pyrimidine-5-carbaldehyde), Cl.NO (hydroxylamine hydrochloride), C(C)(=O)O (acetic acid). Solvent: O (water), O (water). Conditions: temperature 60 celsius. Yields the product ClC1=NC(=NC(=C1C=NO)Cl)SC (4,6-Dichloro-2-methylsulfanyl-pyrimidine-5-carbaldehyde oxime). RXN SMILES: [Cl:1][C:2]1[C:7]([CH:8]=O)=[C:6]([Cl:10])[N:5]=[C:4]([S:11][CH3:12])[N:3]=1.Cl.[NH2:14][OH:15].C(O)(=O)C>O>[Cl:1][C:2]1[C:7]([CH:8]=[N:14][OH:15])=[C:6]([Cl:10])[N:5]=[C:4]([S:11][CH3:12])[N:3]=1 |f:1.2|. Procedure details: 4,6-Dichloro-2-methylsulfanyl-pyrimidine-5-carbaldehyde (7.34 g, 33.09 mmol), hydroxylamine hydrochloride (2.31 g, 33.33 mmol), acetic acid (49.6 mL), and water (3.3 mL) were mixed, and heated to 60° C. for 2 hours. The reaction mixture was diluted with water and cooled under ice bath. The precipitate was collected and dried (Yield=6.41 g, 82%). MS (m/z): 238 (M+H).